From a dataset of the Open Reaction Database (ORD), a public repository of structured organic reaction records. describe an organic reaction: reactants, conditions, products, and yield The reactants are C1CCOC1, Cc1ccc(N2CCN(C(=O)Oc3ccc([N+](=O)[O-])cc3)CC2)cc1, CCCCCCC, CN1CCC(CCO)CC1, [H-], [Na+]. Product: Cc1ccc(N2CCN(C(=O)OCCC3CCN(C)CC3)CC2)cc1. RXN SMILES: [CH2:45]1[O:46][CH2:47][CH2:48][CH2:49]1.[CH3:13][c:14]1[cH:15][cH:16][c:17]([N:20]2[CH2:21][CH2:22][N:23]([C:26](=[O:27])[O:28][c:29]3[cH:30][cH:31][c:32]([N+:33]([O-:34])=[O:35])[cH:36][cH:37]3)[CH2:24][CH2:25]2)[cH:18][cH:19]1.[CH3:38][CH2:39][CH2:40][CH2:41][CH2:42][CH2:43][CH3:44].[CH3:3][N:4]1[CH2:5][CH2:6][CH:7]([CH2:10][CH2:11][OH:12])[CH2:8][CH2:9]1.[H-:2].[Na+:1]>>[CH3:3][N:4]1[CH2:5][CH2:6][CH:7]([CH2:10][CH2:11][O:12][C:26]([N:23]2[CH2:22][CH2:21][N:20]([c:17]3[cH:16][cH:15][c:14]([CH3:13])[cH:19][cH:18]3)[CH2:25][CH2:24]2)=[O:27])[CH2:8][CH2:9]1. The reactants are CC(C)(C)OC(=O)c1ccc(Br)cc1[N+](=O)[O-], O=C([O-])O, CO, CCOC(C)=O, CC(=O)O, [Fe], [Na+]. Product: CC(C)(C)OC(=O)c1ccc(Br)cc1N. RXN SMILES: [Br:7][c:8]1[cH:9][c:10]([N+:21]([O-:22])=[O:23])[c:11]([C:12](=[O:13])[O:14][C:15]([CH3:16])([CH3:17])[CH3:18])[cH:19][cH:20]1.[C:24](=[O:25])([O-:26])[OH:27].[CH3:1][OH:2].[CH3:30][CH2:31][O:32][C:33](=[O:34])[CH3:35].[CH3:3][C:4](=[O:5])[OH:6].[Fe:29].[Na+:28]>>[Br:7][c:8]1[cH:9][c:10]([NH2:21])[c:11]([C:12](=[O:13])[O:14][C:15]([CH3:16])([CH3:17])[CH3:18])[cH:19][cH:20]1. Reactants: FC1=CC=C(C=C1)C1=NC2=CC=C(C=C2N=C1N(CC1=NC=CC=C1)C)C(=O)OC (methyl 2-(4-fluorophenyl)-3-[methyl(pyridin-2-ylmethyl)amino]quinoxaline-6-carboxylate), [OH-].[Na+] (sodium hydroxide). The solvent is CO (methanol). Run at time 8 hour. Yields the product FC1=CC=C(C=C1)C1=NC2=CC=C(C=C2N=C1N(CC1=NC=CC=C1)C)C(=O)O (2-(4-fluorophenyl)-3-[methyl(pyridin-2-ylmethyl)amino]quinoxaline-6-carboxylic acid). Isolated yield 56.6%. As a reaction SMILES: [F:1][C:2]1[CH:7]=[CH:6][C:5]([C:8]2[C:17]([N:18]([CH3:26])[CH2:19][C:20]3[CH:25]=[CH:24][CH:23]=[CH:22][N:21]=3)=[N:16][C:15]3[C:10](=[CH:11][CH:12]=[C:13]([C:27]([O:29]C)=[O:28])[CH:14]=3)[N:9]=2)=[CH:4][CH:3]=1.[OH-].[Na+]>CO>[F:1][C:2]1[CH:7]=[CH:6][C:5]([C:8]2[C:17]([N:18]([CH3:26])[CH2:19][C:20]3[CH:25]=[CH:24][CH:23]=[CH:22][N:21]=3)=[N:16][C:15]3[C:10](=[CH:11][CH:12]=[C:13]([C:27]([OH:29])=[O:28])[CH:14]=3)[N:9]=2)=[CH:4][CH:3]=1 |f:1.2|. Reported procedure: To a solution of methyl 2-(4-fluorophenyl)-3-[methyl(pyridin-2-ylmethyl)amino]quinoxaline-6-carboxylate (120 mg, 0.30 mmol) in methanol (30 mL) was added sodium hydroxide (48 mg, 1.20 mmol), and the reaction mixture was stirred overnight at room temperature. The resulting mixture was concentrated in vacuo, diluted with water (20 mL), and adjusted to pH 6 with HCl (2N). The solids were collected by filtration to give 2-(4-fluorophenyl)-3-[methyl(pyridin-2-ylmethyl)amino]quinoxaline-6-carboxylic a... Reactants: CC(=O)c1ccc(B(O)O)cc1, O=C([O-])[O-], COc1ccc(CCNc2cc(Cl)nc(OC)n2)cc1, [Cs+], [Cs+], c1ccc(P(c2ccccc2)(c2ccccc2)[Pd](P(c2ccccc2)(c2ccccc2)c2ccccc2)(P(c2ccccc2)(c2ccccc2)c2ccccc2)P(c2ccccc2)(c2ccccc2)c2ccccc2)cc1. The product is COc1ccc(CCNc2cc(-c3ccc(C(C)=O)cc3)nc(OC)n2)cc1. RXN SMILES: [C:21]([CH3:22])(=[O:23])[c:24]1[cH:25][cH:26][c:27]([B:30]([OH:31])[OH:32])[cH:28][cH:29]1.[C:33](=[O:34])([O-:35])[O-:36].[Cl:1][c:2]1[cH:3][c:4]([NH:10][CH2:11][CH2:12][c:13]2[cH:14][cH:15][c:16]([O:19][CH3:20])[cH:17][cH:18]2)[n:5][c:6]([O:8][CH3:9])[n:7]1.[Cs+:37].[Cs+:38].[cH:39]1[cH:40][cH:41][c:42]([P:43]([Pd:44]([P:45]([c:46]2[cH:47][cH:48][cH:49][cH:50][cH:51]2)([c:52]2[cH:53][cH:54][cH:55][cH:56][cH:57]2)[c:58]2[cH:59][cH:60][cH:61][cH:62][cH:63]2)([P:64]([c:65]2[cH:66][cH:67][cH:68][cH:69][cH:70]2)([c:71]2[cH:72][cH:73][cH:74][cH:75][cH:76]2)[c:77]2[cH:78][cH:79][cH:80][cH:81][cH:82]2)[P:83]([c:84]2[cH:85][cH:86][cH:87][cH:88][cH:89]2)([c:90]2[cH:91][cH:92][cH:93][cH:94][cH:95]2)[c:96]2[cH:97][cH:98][cH:99][cH:100][cH:101]2)([c:102]2[cH:103][cH:104][cH:105][cH:106][cH:107]2)[c:108]2[cH:109][cH:110][cH:111][cH:112][cH:113]2)[cH:114][cH:115]1>>[c:2]1(-[c:27]2[cH:26][cH:25][c:24]([C:21]([CH3:22])=[O:23])[cH:29][cH:28]2)[cH:3][c:4]([NH:10][CH2:11][CH2:12][c:13]2[cH:14][cH:15][c:16]([O:19][CH3:20])[cH:17][cH:18]2)[n:5][c:6]([O:8][CH3:9])[n:7]1. Starting materials: CC(=O)O (AcOH), [H-].[Na+] (sodium hydride), C1(=CC=C(C=C1)C[C@@H]1CCC(N1)=O)C1=CC=CC=C1 ((S)-5-biphenyl-4-ylmethylpyrrolidin-2-one), COC1=CC=C(CCl)C=C1 (4-methoxybenzyl chloride). The solvent is CN(C=O)C (dimethylformamide). Conditions: temperature 55 celsius, time 3 hour. Yields the product C1(=CC=C(C=C1)C[C@@H]1CCC(N1CC1=CC=C(C=C1)OC)=O)C1=CC=CC=C1 ((S)-5-biphenyl-4-ylmethyl-1-(4-methoxy-benzyl)-pyrrolidin-2-one). Reaction SMILES: [H-].[Na+].[C:3]1([C:16]2[CH:21]=[CH:20][CH:19]=[CH:18][CH:17]=2)[CH:8]=[CH:7][C:6]([CH2:9][C@H:10]2[NH:14][C:13](=[O:15])[CH2:12][CH2:11]2)=[CH:5][CH:4]=1.[CH3:22][O:23][C:24]1[CH:31]=[CH:30][C:27]([CH2:28]Cl)=[CH:26][CH:25]=1.CC(O)=O>CN(C)C=O>[C:3]1([C:16]2[CH:17]=[CH:18][CH:19]=[CH:20][CH:21]=2)[CH:4]=[CH:5][C:6]([CH2:9][C@H:10]2[N:14]([CH2:28][C:27]3[CH:30]=[CH:31][C:24]([O:23][CH3:22])=[CH:25][CH:26]=3)[C:13](=[O:15])[CH2:12][CH2:11]2)=[CH:7][CH:8]=1 |f:0.1|. Procedure: Under N2, sodium hydride (55%, 6.9 g, 158 mmol) is added to the mixture of (S)-5-biphenyl-4-ylmethylpyrrolidin-2-one (3a, R1=H) (36 g, 143 mmol) in 400 mL dry dimethylformamide at r.t., then 4-methoxybenzyl chloride (24.7 g, 158 mmol) is added. The reaction mixture is heated to 55° C. and stirred for 3 h. Cooled to r.t., 5 mL AcOH is added, and stirred for another 15 min, then dimethylformamide is removed, the residue is redissolved in 400 mL ethyl acetate, washed with water, dried with sodium s...